From a dataset of the Open Reaction Database (ORD), a public repository of structured organic reaction records. describe an organic reaction: reactants, conditions, products, and yield The reactants are CCOC(=O)Cc1cc(N2CCN(C)CC2)ccc1[N+](=O)[O-], CO. Product: CCOC(=O)Cc1cc(N2CCN(C)CC2)ccc1N. Reaction SMILES: [CH2:1]([CH3:2])[O:3][C:4]([CH2:5][c:6]1[c:7]([N+:19]([O-:20])=[O:21])[cH:8][cH:9][c:10]([N:12]2[CH2:13][CH2:14][N:15]([CH3:18])[CH2:16][CH2:17]2)[cH:11]1)=[O:22].[CH3:23][OH:24]>>[CH2:1]([CH3:2])[O:3][C:4]([CH2:5][c:6]1[c:7]([NH2:19])[cH:8][cH:9][c:10]([N:12]2[CH2:13][CH2:14][N:15]([CH3:18])[CH2:16][CH2:17]2)[cH:11]1)=[O:22].